Dataset: the Open Reaction Database (ORD), a public repository of structured organic reaction records. Task: describe an organic reaction: reactants, conditions, products, and yield The reactants are COC(=O)C=1SC(=CC1N(C1=CC=CC=C1)C(=O)[C@@H]1CC[C@H](CC1)C)C1=CCCCC1 (5-cyclohex-1-enyl-3-[(trans-4-methyl-cyclohexanecarbonyl)-phenyl-amino]-thiophene-2-carboxylic acid methyl ester), [OH-].[Li+] (lithium hydroxide). The product is C1(=CCCCC1)C1=CC(=C(S1)C(=O)O)N(C1=CC=CC=C1)C(=O)[C@@H]1CC[C@H](CC1)C (5-cyclohex-1-enyl-3-[(trans-4-methyl-cyclohexanecarbonyl)-phenyl-amino]-thiophene-2-carboxylic acid). The yield is 83.9%. RXN SMILES: C[O:2][C:3]([C:5]1[S:6][C:7]([C:26]2[CH2:31][CH2:30][CH2:29][CH2:28][CH:27]=2)=[CH:8][C:9]=1[N:10]([C:17]([C@H:19]1[CH2:24][CH2:23][C@H:22]([CH3:25])[CH2:21][CH2:20]1)=[O:18])[C:11]1[CH:16]=[CH:15][CH:14]=[CH:13][CH:12]=1)=[O:4].[OH-].[Li+]>>[C:26]1([C:7]2[S:6][C:5]([C:3]([OH:4])=[O:2])=[C:9]([N:10]([C:17]([C@H:19]3[CH2:20][CH2:21][C@H:22]([CH3:25])[CH2:23][CH2:24]3)=[O:18])[C:11]3[CH:12]=[CH:13][CH:14]=[CH:15][CH:16]=3)[CH:8]=2)[CH2:31][CH2:30][CH2:29][CH2:28][CH:27]=1 |f:1.2|. Procedure details: The product from Step II (38 mg, 0.09 mmol) was hydrolysed with lithium hydroxide as previously described (example 3, step VIII) to give 32 mg (89%) of 5-cyclohex-1-enyl-3-[(trans-4-methyl-cyclohexanecarbonyl)-phenyl-amino]-thiophene-2-carboxylic acid.